This data is from the Open Reaction Database (ORD), a public repository of structured organic reaction records. The task is: describe an organic reaction: reactants, conditions, products, and yield Reactants: CN1C=C(C2=CC=C(C=C12)S(=O)(=O)OC1=C(C(=C(C(=C1F)F)F)F)F)C1=C(C=C(C=C1)C(F)(F)F)C1=CC=NN1C (perfluorophenyl 1-methyl-3-(2-(1-methyl-1H-pyrazol-5-yl)-4-(trifluoromethyl)phenyl)-1H-indole-6-sulfonate), CN1C=C(C2=CC=C(C=C12)S(=O)(=O)OC1=C(C(=C(C(=C1F)F)F)F)F)C1=C(C=C(C=C1)C(F)(F)F)C1=CC=NN1C (perfluorophenyl 1-methyl-3-(2-(1-methyl-1H-pyrazol-5-yl)-4-(trifluoromethyl)phenyl)-1H-indole-6-sulfonate), S1C(=NC=C1)N (thiazol-2-amine), C1CCOC1 (THF), C[Si](C)(C)[N-][Si](C)(C)C.[Li+] (Lithium bis(trimethylsilyl)amide). The solvent is C(C)(=O)O (acetic acid), C(Cl)Cl.CO (DCM MeOH). Conditions: time 8 hour. Yields the product CN1C=C(C2=CC=C(C=C12)S(=O)(=O)NC=1SC=CN1)C1=C(C=C(C=C1)C(F)(F)F)C1=CC=NN1C (1-methyl-3-(2-(1-methyl-1H-pyrazol-5-yl)-4-(trifluoromethyl)phenyl)-N-(thiazol-2-yl)-1H-indole-6-sulfonamide). Isolated yield 72.7%. As a reaction SMILES: [CH3:1][N:2]1[C:10]2[C:5](=[CH:6][CH:7]=[C:8]([S:11](OC3C(F)=C(F)C(F)=C(F)C=3F)(=[O:13])=[O:12])[CH:9]=2)[C:4]([C:26]2[CH:31]=[CH:30][C:29]([C:32]([F:35])([F:34])[F:33])=[CH:28][C:27]=2[C:36]2[N:40]([CH3:41])[N:39]=[CH:38][CH:37]=2)=[CH:3]1.[S:42]1[CH:46]=[CH:45][N:44]=[C:43]1[NH2:47].C1COCC1.C[Si]([N-][Si](C)(C)C)(C)C.[Li+]>C(Cl)Cl.CO.C(O)(=O)C>[CH3:1][N:2]1[C:10]2[C:5](=[CH:6][CH:7]=[C:8]([S:11]([NH:47][C:43]3[S:42][CH:46]=[CH:45][N:44]=3)(=[O:12])=[O:13])[CH:9]=2)[C:4]([C:26]2[CH:31]=[CH:30][C:29]([C:32]([F:35])([F:34])[F:33])=[CH:28][C:27]=2[C:36]2[N:40]([CH3:41])[N:39]=[CH:38][CH:37]=2)=[CH:3]1 |f:3.4,5.6|. Reported procedure: A vial was charged with perfluorophenyl 1-methyl-3-(2-(1-methyl-1H-pyrazol-5-yl)-4-(trifluoromethyl)phenyl)-1H-indole-6-sulfonate (Intermediate E) (32.98 mg, 0.055 mmol), thiazol-2-amine (7.14 mg, 0.071 mmol), and THF (0.4 mL) to give a clear solution. Lithium bis(trimethylsilyl)amide (1M in THF) (137 μl, 0.137 mmol) was added dropwise over 5 min, and the resulting solution was stirred overnight. In the morning, acetic acid (0.03 mL) was added, resulting in a viscous mixture. The mixture was dil...